This data is from the Open Reaction Database (ORD), a public repository of structured organic reaction records. The task is: describe an organic reaction: reactants, conditions, products, and yield The reactants are CC(=O)OC(C)=O, O=C(O)C1CCCC1C(=O)O. Yields the product O=C1OC(=O)C2CCCC12. As a reaction SMILES: [CH3:12][C:13]([O:14][C:15](=[O:16])[CH3:17])=[O:18].[CH:1]1([C:9](=[O:10])[OH:11])[CH:2]([C:6](=[O:7])[OH:8])[CH2:3][CH2:4][CH2:5]1>>[CH:1]12[CH:2]([CH2:3][CH2:4][CH2:5]1)[C:6](=[O:8])[O:11][C:9]2=[O:10]. Starting materials: [N-]=[N+]=[N-].[Na+] (NaN3), O (water), [C@H]1(C[C@@H](CCC1)C(=O)O)C(=O)O (cis-cyclohexane-1,3-dicarboxylic acid), N=[N+]=[N-] (hydrazoic acid). The solvent is C(Cl)(Cl)Cl (CHCl3), S(O)(O)(=O)=O (sulfuric acid), C(Cl)(Cl)Cl (CHCl3), S(O)(O)(=O)=O (Sulfuric acid), C(Cl)(Cl)Cl (CHCl3). Run at temperature 0 celsius. The product is N[C@H]1C[C@H](CCC1)C(=O)O (cis-3-aminocyclohexanecarboxylic acid). The yield is 93.9%. As a reaction SMILES: N=[N+]=[N-].[N-:4]=[N+]=[N-].[Na+].O.[C@H:9]1(C(O)=O)[CH2:14][CH2:13][CH2:12][C@@H:11]([C:15]([OH:17])=[O:16])[CH2:10]1>C(Cl)(Cl)Cl.S(=O)(=O)(O)O>[NH2:4][C@@H:9]1[CH2:14][CH2:13][CH2:12][C@H:11]([C:15]([OH:17])=[O:16])[CH2:10]1 |f:1.2|. Procedure: A 7% (w/v) stock solution of hydrazoic acid in CHCl3 (196 ml, 0.32 mol, the stock solution was prepared by adding 400 g of NaN3 into 400 ml of water to CHCl3 (2 l)). Sulfuric acid (167 ml) was added under stirring at 0° C. slowly. The upper CHCl3 layer was decanted, dried over anhydrous sodium sulfate, filtrated and kept in the refrigerator. Titration analysis was done before usage. The solution was added dropwise over a period of 8 h to a solution of cis-cyclohexane-1,3-dicarboxylic acid (50.0 ... Reactants: OC[C@H]1N(CC=C1C(=O)OC)C(=O)OCC=C (1-allyl 3-methyl(2S)-2-(hydroxymethyl)-2,5-dihydro-1H-pyrrole-1,3-dicarboxylate), C1(=CC=CC=C1)P(C1=CC=CC=C1)C1=CC=CC=C1 (triphenylphosphine), C(Cl)(Cl)(Cl)Cl (carbontetrachloride). Run in C(Cl)(Cl)Cl (chloroform). The product is ClC[C@H]1N(CC=C1C(=O)OC)C(=O)OCC=C (1-allyl 3-methyl (2S)-2-(chloromethyl)-2,5-dihydro-1H-pyrrole-1,3-dicarboxylate). Isolated yield 24.0%. Reaction SMILES: O[CH2:2][C@@H:3]1[C:7]([C:8]([O:10][CH3:11])=[O:9])=[CH:6][CH2:5][N:4]1[C:12]([O:14][CH2:15][CH:16]=[CH2:17])=[O:13].C1(P(C2C=CC=CC=2)C2C=CC=CC=2)C=CC=CC=1.C(Cl)(Cl)(Cl)[Cl:38]>C(Cl)(Cl)Cl>[Cl:38][CH2:2][C@@H:3]1[C:7]([C:8]([O:10][CH3:11])=[O:9])=[CH:6][CH2:5][N:4]1[C:12]([O:14][CH2:15][CH:16]=[CH2:17])=[O:13]. Reported procedure: To a solution of 1-allyl 3-methyl(2S)-2-(hydroxymethyl)-2,5-dihydro-1H-pyrrole-1,3-dicarboxylate (1.29 g, 4.28 mmol) in carbontetrachloride (16 ml) was added at room temperature triphenylphosphine (1.35 g) and the mixture was refluxed under heating for 6 hours. The insoluble materials were dissolved in chloroform and the solvent was removed in vacuo. The residue was purified with silica gel (150 g) column chromatography (hexane/ethyl acetate 4/1→2/1) to give 1-allyl 3-methyl (2S)-2-(chloromethyl... Reactants: Cl.Cl.NC1=CC(=C(C(=O)NCC2CCNCC2)C=C1Cl)OC (4-Amino-5-chloro-2-methoxy-N-(piperidin-4-ylmethyl)benzamide dihydrochloride), C(C1=CC=CC=C1)OCCCCCCBr (6-benzyloxyhexyl bromide). Product: NC1=CC(=C(C(=O)NCC2CCN(CC2)CCCCCCOCC2=CC=CC=C2)C=C1Cl)OC (4-amino-N-((1-(6-benzyloxyhexyl)piperidin-4-yl)methyl)-5-chloro-2-methoxybenzamide). The yield is 34.2%. Reaction SMILES: Cl.Cl.[NH2:3][C:4]1[C:19]([Cl:20])=[CH:18][C:7]([C:8]([NH:10][CH2:11][CH:12]2[CH2:17][CH2:16][NH:15][CH2:14][CH2:13]2)=[O:9])=[C:6]([O:21][CH3:22])[CH:5]=1.[CH2:23]([O:30][CH2:31][CH2:32][CH2:33][CH2:34][CH2:35][CH2:36]Br)[C:24]1[CH:29]=[CH:28][CH:27]=[CH:26][CH:25]=1>>[NH2:3][C:4]1[C:19]([Cl:20])=[CH:18][C:7]([C:8]([NH:10][CH2:11][CH:12]2[CH2:13][CH2:14][N:15]([CH2:36][CH2:35][CH2:34][CH2:33][CH2:32][CH2:31][O:30][CH2:23][C:24]3[CH:25]=[CH:26][CH:27]=[CH:28][CH:29]=3)[CH2:16][CH2:17]2)=[O:9])=[C:6]([O:21][CH3:22])[CH:5]=1 |f:0.1.2|. Reported procedure: 4-Amino-5-chloro-2-methoxy-N-(piperidin-4-ylmethyl)benzamide dihydrochloride (1.00 g) as starting compound and 6-benzyloxyhexyl bromide (0.75 g) were reacted and treated in the same manner as in Example 168 to give 0.45 g of 4-amino-N-((1-(6-benzyloxyhexyl)piperidin-4-yl)methyl)-5-chloro-2-methoxybenzamide.